From a dataset of the Open Reaction Database (ORD), a public repository of structured organic reaction records. describe an organic reaction: reactants, conditions, products, and yield Starting materials: Br, CCCCCN(CCCCC)C(=O)Cl, ClCCl, CCN(C(C)C)C(C)C, O=C(O)C1CNCCN1C(=O)N(c1ccccc1)c1cccc(Cl)c1. Product: CCCCCN(CCCCC)C(=O)N1CCN(C(=O)N(c2ccccc2)c2cccc(Cl)c2)C(C(=O)O)C1. Reaction SMILES: [BrH:1].[CH2:36]([CH2:37][CH2:38][CH2:39][CH3:40])[N:41]([C:42](=[O:43])[Cl:44])[CH2:45][CH2:46][CH2:47][CH2:48][CH3:49].[CH2:50]([Cl:51])[Cl:52].[CH:27]([N:28]([CH2:29][CH3:30])[CH:31]([CH3:32])[CH3:33])([CH3:34])[CH3:35].[Cl:2][c:3]1[cH:4][c:5]([N:9]([C:10](=[O:11])[N:12]2[CH:13]([C:18](=[O:19])[OH:20])[CH2:14][NH:15][CH2:16][CH2:17]2)[c:21]2[cH:22][cH:23][cH:24][cH:25][cH:26]2)[cH:6][cH:7][cH:8]1>>[Cl:2][c:3]1[cH:4][c:5]([N:9]([C:10](=[O:11])[N:12]2[CH:13]([C:18](=[O:19])[OH:20])[CH2:14][N:15]([C:42]([N:41]([CH2:36][CH2:37][CH2:38][CH2:39][CH3:40])[CH2:45][CH2:46][CH2:47][CH2:48][CH3:49])=[O:43])[CH2:16][CH2:17]2)[c:21]2[cH:22][cH:23][cH:24][cH:25][cH:26]2)[cH:6][cH:7][cH:8]1.